This data is from the Open Reaction Database (ORD), a public repository of structured organic reaction records. The task is: describe an organic reaction: reactants, conditions, products, and yield Starting materials: CN1CCC(=CC1)C1=CNC2=CC=C(C=C12)C[C@@H]1NC(OC1)=O ((S)-3-(1-Methyl-1,2,3,6-tetrahydro-4-pyridyl)-5-(2-oxo-1,3-oxazolidin-4-ylmethyl)-1H-indole), Cl (HCl), Cl.N(N)C1=CC=C(C[C@H]2NC(OC2)=O)C=C1 ((R)-4-(4-Hydrazinobenzyl)-1,3-oxazolidin-2-one hydrochloride), O.CN1CCC(=CC1)C1=CNC2=CC=C(C=C12)C[C@H]1NC(OC1)=O ((R)-3-(1-methyl -1,2,3,6-tetrahydro-4-pyridyl)-5-(2-oxo-1,3-oxazolidin-4-ylmethyl) -1H-indole hydrate). The product is O.CN1CCC(=CC1)C1=CNC2=CC=C(C=C12)[C@H]1NC(OC1)=O ((R)-3(1-Methyl-1,2,3,6-tetrahydro-4-pyridyl)-5-(2-oxo-1,3-oxazolidin-4-yl)-1H-indole hydrate). As a reaction SMILES: [CH3:1][N:2]1[CH2:7][CH:6]=[C:5]([C:8]2[C:16]3[C:11](=[CH:12][CH:13]=[C:14](C[C@H]4C[O:21]C(=O)N4)[CH:15]=3)[NH:10][CH:9]=2)[CH2:4][CH2:3]1.Cl.N(C1C=CC(C[C@@H:32]2[CH2:36][O:35][C:34](=[O:37])[NH:33]2)=CC=1)N.O.CN1CC=C(C2C3C(=CC=C(C[C@@H]4COC(=O)N4)C=3)NC=2)CC1.Cl>>[OH2:21].[CH3:1][N:2]1[CH2:7][CH:6]=[C:5]([C:8]2[C:16]3[C:11](=[CH:12][CH:13]=[C:14]([C@@H:32]4[CH2:36][O:35][C:34](=[O:37])[NH:33]4)[CH:15]=3)[NH:10][CH:9]=2)[CH2:4][CH2:3]1 |f:1.2,3.4,6.7|. Procedure details: By steps analogous to steps (a) to (c) of Synthetic Example 14, the product from step (a) was converted to (R)-3-(1-methyl -1,2,3,6-tetrahydro-4-pyridyl)-5-(2-oxo-1,3-oxazolidin-4-ylmethyl) -1H-indole hydrate, mp 229°-231° C., [α]D18 +24.9° (c=0.5, IN aqu. HCl). Elemental analysis and 1H NMR were consistent with the proposed structure. Starting materials: CCOC(C)=O, O=C(O)CC=Cc1ccc(Cl)cc1. Yields the product O=C(O)CCCc1ccc(Cl)cc1. Reaction SMILES: [CH3:14][CH2:15][O:16][C:17](=[O:18])[CH3:19].[Cl:1][c:2]1[cH:3][cH:4][c:5]([CH:8]=[CH:9][CH2:10][C:11](=[O:12])[OH:13])[cH:6][cH:7]1>>[Cl:1][c:2]1[cH:3][cH:4][c:5]([CH2:8][CH2:9][CH2:10][C:11](=[O:12])[OH:13])[cH:6][cH:7]1. Yields the product NCc1csc2c1S(=O)(=O)N=C(C1=C(O)C3C4CCC(C4)C3N(Cc3ccc(F)cc3)C1=O)N2. Reactants: CCO, CCOC(C)=O, [N-]=[N+]=NCc1csc2c1S(=O)(=O)N=C(C1=C(O)C3C4CCC(C4)C3N(Cc3ccc(F)cc3)C1=O)N2. As a reaction SMILES: [CH3:37][CH2:38][OH:39].[CH3:40][CH2:41][O:42][C:43](=[O:44])[CH3:45].[N:1](=[N+:2]=[N-:3])[CH2:4][c:5]1[cH:6][s:7][c:8]2[c:13]1[S:12](=[O:14])(=[O:15])[N:11]=[C:10]([C:16]1=[C:25]([OH:26])[CH:24]3[CH:19]([N:18]([CH2:28][c:29]4[cH:30][cH:31][c:32]([F:35])[cH:33][cH:34]4)[C:17]1=[O:36])[CH:20]1[CH2:21][CH2:22][CH:23]3[CH2:27]1)[NH:9]2>>[NH2:1][CH2:4][c:5]1[cH:6][s:7][c:8]2[c:13]1[S:12](=[O:14])(=[O:15])[N:11]=[C:10]([C:16]1=[C:25]([OH:26])[CH:24]3[CH:19]([N:18]([CH2:28][c:29]4[cH:30][cH:31][c:32]([F:35])[cH:33][cH:34]4)[C:17]1=[O:36])[CH:20]1[CH2:21][CH2:22][CH:23]3[CH2:27]1)[NH:9]2. The reactants are CC(C)(C)OC(=O)N1CCC(c2nc(COc3ccc(-n4cnnn4)cc3)cs2)C1, CO, ClCCl, Cl, C1COCCO1. Yields the product Cl, c1cc(-n2cnnn2)ccc1OCc1csc(C2CCNC2)n1. As a reaction SMILES: [C:1]([O:2][C:3](=[O:4])[N:8]1[CH2:9][CH:10]([c:13]2[s:14][cH:15][c:16]([CH2:18][O:19][c:20]3[cH:21][cH:22][c:23](-[n:26]4[n:27][n:28][n:29][cH:30]4)[cH:24][cH:25]3)[n:17]2)[CH2:11][CH2:12]1)([CH3:5])([CH3:6])[CH3:7].[CH3:35][OH:36].[Cl:32][CH2:33][Cl:34].[ClH:31].[O:37]1[CH2:38][CH2:39][O:40][CH2:41][CH2:42]1>>[ClH:31].[NH:8]1[CH2:9][CH:10]([c:13]2[s:14][cH:15][c:16]([CH2:18][O:19][c:20]3[cH:21][cH:22][c:23](-[n:26]4[n:27][n:28][n:29][cH:30]4)[cH:24][cH:25]3)[n:17]2)[CH2:11][CH2:12]1. Starting materials: CCCO, Nc1ccc2ccc(Cl)nc2n1, O, O=C(O)c1ccccc1F. Yields the product O=C(Nc1ccc2ccc(Cl)nc2n1)c1ccccc1F. RXN SMILES: [CH2:23]([OH:24])[CH2:25][CH3:26].[NH2:11][c:12]1[n:13][c:14]2[n:15][c:16]([Cl:22])[cH:17][cH:18][c:19]2[cH:20][cH:21]1.[OH2:27].[OH:1][C:2](=[O:3])[c:4]1[cH:5][cH:6][cH:7][cH:8][c:9]1[F:10]>>[C:2](=[O:3])([c:4]1[cH:5][cH:6][cH:7][cH:8][c:9]1[F:10])[NH:11][c:12]1[n:13][c:14]2[n:15][c:16]([Cl:22])[cH:17][cH:18][c:19]2[cH:20][cH:21]1. Reactants: Cl (hydrogen chloride), [N-]=[N+]=[N-] (azide), Cl.Cl.C(C1=CC=CC=C1)NCC([C@H](CC(C)C)N)O ((3S)-N-benzyl-3-amino-2-hydroxy-5-methylhexylamine dihydrochloride), hydrazide, C1(=CC=CC2=CC=CC=C12)CC(C(=O)N[C@@H](CC1=CNC=N1)C(=O)N=[N+]=[N-])CC(NCCC1=CC=CC=C1)=O (N-[(+)-2-(1-naphthylmethyl)-3-(phenethylcarbamoyl)propionyl]-L-histidine azide), N(=O)OCCC(C)C (isoamyl nitrite), C1(=CC=CC2=CC=CC=C12)CC(C(=O)N(N)C([C@@H](N)CC1=CNC=N1)=O)CC(NCCC1=CC=CC=C1)=O (N-[(+)-2-(1-naphthylmethyl)-3-(phenethylcarbamoyl)propionyl]-L-histidine hydrazide). Yields the product C(C1=CC=CC=C1)NCC([C@H](CC(C)C)NC([C@@H](NC(C(CC(NCCC1=CC=CC=C1)=O)CC1=CC=CC2=CC=CC=C12)=O)CC1=CNC=N1)=O)O ((2RS, 3S)-N-benzyl-3-{N-[(+)-2-(1-naphthylmethyl)-3-(phenethylcarbamoyl)propionyl]-L-histidyl}amino-2-hydroxy-5-methylhexylamine). RXN SMILES: C1(CC(CC(=O)NCCC2C=CC=CC=2)C(N(C(=O)[C@H](CC2N=CNC=2)N)N)=O)C2C(=CC=CC=2)C=CC=1.Cl.N(OCCC(C)C)=O.[C:48]1([CH2:58][CH:59]([CH2:75][C:76](=[O:86])[NH:77][CH2:78][CH2:79][C:80]2[CH:85]=[CH:84][CH:83]=[CH:82][CH:81]=2)[C:60]([NH:62][C@H:63]([C:70]([N:72]=[N+]=[N-])=[O:71])[CH2:64][C:65]2[N:69]=[CH:68][NH:67][CH:66]=2)=[O:61])[C:57]2[C:52](=[CH:53][CH:54]=[CH:55][CH:56]=2)[CH:51]=[CH:50][CH:49]=1.[N-]=[N+]=[N-].Cl.Cl.[CH2:92]([NH:99][CH2:100][CH:101]([OH:108])[C@@H:102](N)[CH2:103][CH:104]([CH3:106])[CH3:105])[C:93]1[CH:98]=[CH:97][CH:96]=[CH:95][CH:94]=1>CN(C)C=O.C(N(CC)CC)C>[CH2:92]([NH:99][CH2:100][CH:101]([OH:108])[C@@H:102]([NH:72][C:70](=[O:71])[C@H:63]([CH2:64][C:65]1[N:69]=[CH:68][NH:67][CH:66]=1)[NH:62][C:60](=[O:61])[CH:59]([CH2:58][C:48]1[C:57]2[C:52](=[CH:53][CH:54]=[CH:55][CH:56]=2)[CH:51]=[CH:50][CH:49]=1)[CH2:75][C:76](=[O:86])[NH:77][CH2:78][CH2:79][C:80]1[CH:85]=[CH:84][CH:83]=[CH:82][CH:81]=1)[CH2:103][CH:104]([CH3:105])[CH3:106])[C:93]1[CH:98]=[CH:97][CH:96]=[CH:95][CH:94]=1 |f:5.6.7|. Run in CN(C=O)C (N,N-dimethylformamide), CN(C=O)C (N,N-dimethylformamide), C(C)N(CC)CC (triethylamine), C(C)N(CC)CC (triethylamine), CN(C=O)C (N,N-dimethylformamide). Procedure: To a suspension of 66 mg of N-[(+)-2-(1-naphthylmethyl)-3-(phenethylcarbamoyl)propionyl]-L-histidine hydrazide in 5 ml of dry N,N-dimethylformamide were added successively 0.08 ml of a dry 5.1N-hydrogen chloride in N,N-dimethylformamide solution and 0.02 ml of isoamyl nitrite at -20° C. with stirring, and the mixture was stirred under ice-cooling. After disappearance of hydrazide compound, the reaction mixture was cooled to -30° C., and neutralized by adding 0.06 ml of triethylamine to prepare a... Procedure: From 4-furan-2-yl-5-iodo-6-methanesulfinyl-pyrimidin-2-yl-amine and ethylamine in THF. ES-MS m/e (%): 331 (M+H+, 100). RXN SMILES: [O:1]1[CH:5]=[CH:4][CH:3]=[C:2]1[C:6]1[C:11]([I:12])=[C:10](S(C)=O)[N:9]=[C:8]([NH2:16])[N:7]=1.[CH2:17]([NH2:19])[CH3:18]>C1COCC1>[CH2:17]([NH:19][C:10]1[C:11]([I:12])=[C:6]([C:2]2[O:1][CH:5]=[CH:4][CH:3]=2)[N:7]=[C:8]([NH2:16])[N:9]=1)[CH3:18]. Starting materials: O1C(=CC=C1)C1=NC(=NC(=C1I)S(=O)C)N (4-furan-2-yl-5-iodo-6-methanesulfinyl-pyrimidin-2-yl-amine), C(C)N (ethylamine). Run in C1CCOC1 (THF). Yields the product C(C)NC1=NC(=NC(=C1I)C=1OC=CC1)N (N4-Ethyl-6-furan-2-yl-5-iodo-pyrimidine-2,4-diamine).